This data is from the Open Reaction Database (ORD), a public repository of structured organic reaction records. The task is: describe an organic reaction: reactants, conditions, products, and yield Reactants: COC(=O)c1ccc(Br)o1, Cc1ccccc1, [Na+], [Na+], O=C([O-])[O-], OB(O)c1ccccc1, c1ccc(P(c2ccccc2)(c2ccccc2)[Pd](P(c2ccccc2)(c2ccccc2)c2ccccc2)(P(c2ccccc2)(c2ccccc2)c2ccccc2)P(c2ccccc2)(c2ccccc2)c2ccccc2)cc1. The product is COC(=O)c1ccc(-c2ccccc2)o1. RXN SMILES: [Br:1][c:2]1[cH:3][cH:4][c:5]([C:7](=[O:8])[O:9][CH3:10])[o:6]1.[CH3:26][c:27]1[cH:28][cH:29][cH:30][cH:31][cH:32]1.[Na+:20].[Na+:21].[O-:22][C:23](=[O:24])[O-:25].[OH:11][B:12]([OH:13])[c:14]1[cH:15][cH:16][cH:17][cH:18][cH:19]1.[cH:33]1[cH:34][cH:35][c:36]([P:37]([Pd:38]([P:39]([c:40]2[cH:41][cH:42][cH:43][cH:44][cH:45]2)([c:46]2[cH:47][cH:48][cH:49][cH:50][cH:51]2)[c:52]2[cH:53][cH:54][cH:55][cH:56][cH:57]2)([P:58]([c:59]2[cH:60][cH:61][cH:62][cH:63][cH:64]2)([c:65]2[cH:66][cH:67][cH:68][cH:69][cH:70]2)[c:71]2[cH:72][cH:73][cH:74][cH:75][cH:76]2)[P:77]([c:78]2[cH:79][cH:80][cH:81][cH:82][cH:83]2)([c:84]2[cH:85][cH:86][cH:87][cH:88][cH:89]2)[c:90]2[cH:91][cH:92][cH:93][cH:94][cH:95]2)([c:96]2[cH:97][cH:98][cH:99][cH:100][cH:101]2)[c:102]2[cH:103][cH:104][cH:105][cH:106][cH:107]2)[cH:108][cH:109]1>>[c:2]1(-[c:14]2[cH:15][cH:16][cH:17][cH:18][cH:19]2)[cH:3][cH:4][c:5]([C:7](=[O:8])[O:9][CH3:10])[o:6]1.